This data is from the Open Reaction Database (ORD), a public repository of structured organic reaction records. The task is: describe an organic reaction: reactants, conditions, products, and yield Starting materials: C(O)([O-])=O (hydrogencarbonate), C1(=CC=CC=C1)N1CCOCC1 (N-Phenylmorpholine), Ice water, P(=O)(Cl)(Cl)Cl (phosphorus oxychloride). The solvent is CN(C)C=O (DMF). Conditions: temperature 60 celsius, time 22 hour. Product: O1CCN(CC1)C1=CC=C(C=O)C=C1 (4-morpholinobenzaldehyde). Reaction SMILES: [C:1]1([N:7]2[CH2:12][CH2:11][O:10][CH2:9][CH2:8]2)[CH:6]=[CH:5][CH:4]=[CH:3][CH:2]=1.P(Cl)(Cl)(Cl)=O.[C:18](=O)([O-])[OH:19]>CN(C=O)C>[O:10]1[CH2:11][CH2:12][N:7]([C:1]2[CH:6]=[CH:5][C:4]([CH:18]=[O:19])=[CH:3][CH:2]=2)[CH2:8][CH2:9]1. Reported procedure: N-Phenylmorpholine (77.2 g) was dissolved in DMF (150 ml) and phosphorus oxychloride (67.1 ml) was dropwise added in an ice bath. After the dropwise addition, the mixture was stirred at 60° C. for 22 hr. Ice water was added portionwise to the reaction mixture in an ice bath and the mixture was neutralized with a saturated aqueous hydrogencarbonate solution. The mixture was extracted with ethyl acetate and the organic layer was dried over anhydrous magnesium sulfate. The solvent was evaporated un... Reactants: C1=CC(=CC(=C1)Cl)C(=O)OO (MCPBA), ClC1=CC=C(C=C1)S(=O)(=O)C1=C(N(C2=CC=C(C=C12)C)CC(=O)O)C (3-[(4-chlorophenyl)sulfonyl]-2,5-dimethyl-1H-indol-1-acetic acid), C1=CC(=CC(=C1)Cl)C(=O)OO (mCPBA). Solvent: ClCCl (dichloromethane). Conditions: time 1 hour. Yields the product ClC1=CC=C(C=C1)S(=O)C1=C(N(C2=CC=C(C=C12)C)CC(=O)OCC)C (3-[(4-chlorophenyl)sulfinyl]-2,5-dimethyl-1H-indole-1-acetic acid, ethyl ester). As a reaction SMILES: [CH:1]1C=C(Cl)C=C(C(OO)=O)[CH:2]=1.[Cl:12][C:13]1[CH:18]=[CH:17][C:16]([S:19]([C:22]2[C:30]3[C:25](=[CH:26][CH:27]=[C:28]([CH3:31])[CH:29]=3)[N:24]([CH2:32][C:33]([OH:35])=[O:34])[C:23]=2[CH3:36])(=O)=[O:20])=[CH:15][CH:14]=1>ClCCl>[Cl:12][C:13]1[CH:18]=[CH:17][C:16]([S:19]([C:22]2[C:30]3[C:25](=[CH:26][CH:27]=[C:28]([CH3:31])[CH:29]=3)[N:24]([CH2:32][C:33]([O:35][CH2:1][CH3:2])=[O:34])[C:23]=2[CH3:36])=[O:20])=[CH:15][CH:14]=1. Procedure: MCPBA (1.07 g) was added to a solution of example 1 part a) (1.79 g) in dichloromethane (20 ml) at 0° C. The reaction mixture was stirred for 1 h, after which further mCPBA (53 mg) was added and stirred for a further 30 min. The reaction mixture was allowed to reach room temperature and the sub-title compound was obtained as a white solid after filtration (0.68 g). Used directly in the next step without further purification.